From a dataset of the Open Reaction Database (ORD), a public repository of structured organic reaction records. describe an organic reaction: reactants, conditions, products, and yield Reactants: C(C)OC(C(C(=O)OCC)=CNC1=CC=C(C=C1)Br)=O (2-[(4-bromo-phenylamino)-methylene]-malonic acid diethyl ester), C1(=CC=CC=C1)OC1=CC=CC=C1 (diphenyl ether). Solvent: C(C)O (ethanol). Conditions: temperature 100 celsius. The product is C(C)OC(=O)C=1C=NC2=CC=C(C=C2C1O)Br (6-bromo-4-hydroxy-quinoline-3-carboxylic acid ethyl ester). Yield: 97.6%. RXN SMILES: C(O[C:4](=[O:20])[C:5](=[CH:11][NH:12][C:13]1[CH:18]=[CH:17][C:16]([Br:19])=[CH:15][CH:14]=1)[C:6]([O:8][CH2:9][CH3:10])=[O:7])C.C1(OC2C=CC=CC=2)C=CC=CC=1>C(O)C>[CH2:9]([O:8][C:6]([C:5]1[CH:11]=[N:12][C:13]2[C:14]([C:4]=1[OH:20])=[CH:15][C:16]([Br:19])=[CH:17][CH:18]=2)=[O:7])[CH3:10]. Procedure: The solid 2-[(4-bromo-phenylamino)-methylene]-malonic acid diethyl ester (157 g, 458.8 mmol) was added to a hot diphenyl ether (260 g) and the mixture was heated to reflux for 5 h to afford a brown suspension. Then, the mixture was cooled to 100° C. and diluted with ethanol (˜200 mL). This suspension was refluxed for 10 min and then cooled to room temperature. The solids were collected by filtration and washed with diethyl ether. After drying in air, 132.59 g (97.6% yield) of 6-bromo-4-hydroxy-q... Starting materials: C(C)(C)(C)C1=C(C=CC(=C1)C(C)(C)C)O (2,4-di-tert-butylphenol). The reagents and catalysts are [Rh] (rhodium on carbon), [Rh] (rhodium on carbon). Run in C(C)O (ethanol). Run at time 17 hour. The product is C(C)(C)(C)C1C(CCC(C1)C(C)(C)C)=O (2,4-di-tert-butylcyclohexanone). The yield is 91.0%. RXN SMILES: [C:1]([C:5]1[CH:10]=[C:9]([C:11]([CH3:14])([CH3:13])[CH3:12])[CH:8]=[CH:7][C:6]=1[OH:15])([CH3:4])([CH3:3])[CH3:2]>C(O)C.[Rh]>[C:1]([CH:5]1[CH2:10][CH:9]([C:11]([CH3:14])([CH3:13])[CH3:12])[CH2:8][CH2:7][C:6]1=[O:15])([CH3:4])([CH3:3])[CH3:2]. Procedure details: 410.0 g of 2,4-di-tert-butylphenol are hydrogenated in 820 ml of ethanol under 40 bar at 60° C. using 20 g of rhodium on carbon (5%) for 21 hours. To complete the reaction, the pressure is raised to 120 bar, a further 10 g of rhodium on carbon (5%) are added, and the hydrogenation is continued at 100° C. for 17 hours. The catalyst is filtered off, the solvent is distilled off under reduced pressure, and the residue is distilled off under high vacuum to leave 380.43 g (91% of theory) of 2,4-di-te... The reactants are CCCCCCCCBr, [Li]CCCC, C1CCOC1, CCCCCC, O, c1ccsc1. Product: CCCCCCCCc1cccs1. As a reaction SMILES: [Br:16][CH2:17][CH2:18][CH2:19][CH2:20][CH2:21][CH2:22][CH2:23][CH3:24].[CH2:11]([Li:12])[CH2:13][CH2:14][CH3:15].[CH2:6]1[O:7][CH2:8][CH2:9][CH2:10]1.[CH3:25][CH2:26][CH2:27][CH2:28][CH2:29][CH3:30].[OH2:31].[cH:1]1[cH:2][cH:3][s:4][cH:5]1>>[cH:1]1[cH:2][c:3]([CH2:17][CH2:18][CH2:19][CH2:20][CH2:21][CH2:22][CH2:23][CH3:24])[s:4][cH:5]1. Starting materials: C1(CCCCC1)CCCCCCCCNC1=CC=C(C(=O)O)C=C1 (4-(8-cyclohexyloctylamino)benzoic acid), O1CCCC=C1 (2,3-dihydropyran), C1(=CC=C(C=C1)S(=O)(=O)O)C (p-toluenesulfonic acid). Solvent: C1(=CC=CC=C1)C (toluene). Product: C1(CCCCC1)CCCCCCCCNC1=CC=C(C(=O)OC2OCCCC2)C=C1 (2-tetrahydropyranyl 4-(8-cyclohexyloctylamino)benzoate). Reaction SMILES: [CH:1]1([CH2:7][CH2:8][CH2:9][CH2:10][CH2:11][CH2:12][CH2:13][CH2:14][NH:15][C:16]2[CH:24]=[CH:23][C:19]([C:20]([OH:22])=[O:21])=[CH:18][CH:17]=2)[CH2:6][CH2:5][CH2:4][CH2:3][CH2:2]1.[O:25]1[CH:30]=[CH:29][CH2:28][CH2:27][CH2:26]1.C1(C)C=CC(S(O)(=O)=O)=CC=1>C1(C)C=CC=CC=1>[CH:1]1([CH2:7][CH2:8][CH2:9][CH2:10][CH2:11][CH2:12][CH2:13][CH2:14][NH:15][C:16]2[CH:24]=[CH:23][C:19]([C:20]([O:22][CH:26]3[CH2:27][CH2:28][CH2:29][CH2:30][O:25]3)=[O:21])=[CH:18][CH:17]=2)[CH2:6][CH2:5][CH2:4][CH2:3][CH2:2]1. Procedure: A mixture of 7 g. of 4-(8-cyclohexyloctylamino)benzoic acid, 2 g. 2,3-dihydropyran and 100 mg. anhydrous p-toluenesulfonic acid in 50 ml. toluene is stirred at room temperature for 20 hours. The solution is washed with saturated sodium bicarbonate, dried, and condensed. The residue is crystallized from methylcyclohexane to white crystals. Conditions: temperature 25 celsius, time 2 hour. The yield is 37.9%. The reactants are C(C1=CC=CC=C1)C1CCN(CC1)CCCO (4-benzyl-1-(3-hydroxypropyl)piperidine), TEA, C1(=CC=C(C=C1)S(=O)(=O)Cl)C (p-toluenesulfonyl chloride). Solvent: C(Cl)Cl (CH2Cl2), C(Cl)Cl (CH2Cl2), C(Cl)Cl (CH2Cl2). As a reaction SMILES: [CH2:1]([CH:8]1[CH2:13][CH2:12][N:11]([CH2:14][CH2:15][CH2:16][OH:17])[CH2:10][CH2:9]1)[C:2]1[CH:7]=[CH:6][CH:5]=[CH:4][CH:3]=1.[C:18]1([CH3:28])[CH:23]=[CH:22][C:21]([S:24](Cl)(=[O:26])=[O:25])=[CH:20][CH:19]=1>C(Cl)Cl>[CH2:1]([CH:8]1[CH2:9][CH2:10][N:11]([CH2:14][CH2:15][CH2:16][O:17][S:24]([C:21]2[CH:22]=[CH:23][C:18]([CH3:28])=[CH:19][CH:20]=2)(=[O:26])=[O:25])[CH2:12][CH2:13]1)[C:2]1[CH:7]=[CH:6][CH:5]=[CH:4][CH:3]=1. Procedure details: To a solution of 4-benzyl-1-(3-hydroxypropyl)piperidine (1.0 g, 4.29 mmol) in CH2Cl2 (20 mL) were added TEA (1.2 mL, 8.57 mmol) and dropwise a solution of p-toluenesulfonyl chloride (1.22 g, 6.4 mmol) in CH2Cl2 (10 mL). The resulting solution was stirred at 25° C. for 2 h then diluted with CH2Cl2 (60 mL) and washed with NH4Cl (2×100 mL), dried and concentrated in vacuum to afford the crude intermediate, which was purified by trituration with EtOAc (10 mL) to give the title compound as a white so... The product is C(C1=CC=CC=C1)C1CCN(CC1)CCCOS(=O)(=O)C1=CC=C(C=C1)C (4-Benzyl-1-(3-p-toluenesul fonyloxypropyl)-piperidine). Starting materials: NC1=C(C(=C(C=2C(C3=CC=CC=C3C(C12)=N)=O)N)C(=O)O)C(=O)O (1,4-diaminoanthraquinone-2,3-dicarboxylic acid imide), C[O-].[Na+] (sodium methylate), CN(C=O)C (dimethylformamide), ClCCCCCCO (6-chlorohexan-1-ol). The solvent is O (water). Reaction conditions: temperature 100 celsius. The product is OCCCCCCN=C1C2=CC=CC=C2C(C=2C(=C(C(=C(C12)N)C(=O)O)C(=O)O)N)=O (1,4-Diaminoanthraquinone-2,3-dicarboxylic acid N-(6-hydroxyhexyl)-imide). RXN SMILES: [NH2:1][C:2]1[C:15]2[C:14](=[NH:16])[C:13]3[C:8](=[CH:9][CH:10]=[CH:11][CH:12]=3)[C:7](=[O:17])[C:6]=2[C:5]([NH2:18])=[C:4]([C:19]([OH:21])=[O:20])[C:3]=1[C:22]([OH:24])=[O:23].C[O-].[Na+].CN(C)C=O.Cl[CH2:34][CH2:35][CH2:36][CH2:37][CH2:38][CH2:39][OH:40]>O>[OH:40][CH2:39][CH2:38][CH2:37][CH2:36][CH2:35][CH2:34][N:16]=[C:14]1[C:15]2[C:2]([NH2:1])=[C:3]([C:22]([OH:24])=[O:23])[C:4]([C:19]([OH:21])=[O:20])=[C:5]([NH2:18])[C:6]=2[C:7](=[O:17])[C:8]2[C:13]1=[CH:12][CH:11]=[CH:10][CH:9]=2 |f:1.2|. Procedure details: A mixture of 9.2 g of 1,4-diaminoanthraquinone-2,3-dicarboxylic acid imide, 1.8 g of sodium methylate and 50 g of dimethylformamide is heated to 100° C., 4.9 g of 6-chlorohexan-1-ol are added, the mixture is heated at 100° C. for 3 hours, allowed to cool and poured onto 300 g of water, and the precipitated product is filtered off under suction, washed with water, dried and then recrystallized from 1,1,2-trichloroethane.